The task is: describe an organic reaction: reactants, conditions, products, and yield. This data is from the Open Reaction Database (ORD), a public repository of structured organic reaction records. The reactants are C(C)(C)[Si](C(C)C)(C(C)C)Cl (Triisopropylsilyl chloride), BrC1=CC=C2C(=N1)NC=C2 (6-bromo-1H-pyrrolo[2,3-b]pyridine), [H-].[Na+] (sodium hydride), N#N (N2). Run in C1CCOC1 (THF). Conditions: time 40 minute. Product: BrC1=CC=C2C(=N1)N(C=C2)[Si](C(C)C)(C(C)C)C(C)C (6-bromo-1-(triisopropylsilyl)-1H-pyrrolo[2,3-b]pyridine). Yield: 55.6%. As a reaction SMILES: [Br:1][C:2]1[N:7]=[C:6]2[NH:8][CH:9]=[CH:10][C:5]2=[CH:4][CH:3]=1.N#N.[H-].[Na+].[CH:15]([Si:18](Cl)([CH:22]([CH3:24])[CH3:23])[CH:19]([CH3:21])[CH3:20])([CH3:17])[CH3:16]>C1COCC1>[Br:1][C:2]1[N:7]=[C:6]2[N:8]([Si:18]([CH:22]([CH3:24])[CH3:23])([CH:19]([CH3:21])[CH3:20])[CH:15]([CH3:17])[CH3:16])[CH:9]=[CH:10][C:5]2=[CH:4][CH:3]=1 |f:2.3|. Procedure details: A 200-mL round-bottom flask was charged with 6-bromo-1H-pyrrolo[2,3-b]pyridine (2.961 g, 15.03 mmol) and THF (30 ml) to give a yellow solution. The flask was fitted with an N2 sweep, then sodium hydride (60% disperion in mineral oil) (0.721 g, 18.03 mmol) was added over 2 min, and the resulting mixture was stirred for 40 min. Triisopropylsilyl chloride (4.02 ml, 18.79 mmol) was added in one portion, and the mixture was stirred for 30 min before being concentrated in vacuo. The residue was taken ... The reactants are FC1=NC=C(C=C1)I (2-fluoro-5-iodo-pyridine), C1(=CC=CC=C1)C.O (toluene water), C1(CC1)B(O)O (cyclopropylboronic acid), P(=O)([O-])([O-])[O-].[K+].[K+].[K+] (potassium phosphate). Reagents/catalysts: C(C)(=O)[O-].[Pd+2].C(C)(=O)[O-] (palladium acetate). Run in C(Cl)(Cl)Cl.C(C)(C)O (chloroform isopropanol). Run at temperature 100 celsius. Product: C1(CC1)C=1C=CC(=NC1)F (5-Cyclopropyl-2-fluoro-pyridine). Isolated yield 62.7%. RXN SMILES: [F:1][C:2]1[CH:7]=[CH:6][C:5](I)=[CH:4][N:3]=1.[CH:9]1(B(O)O)[CH2:11][CH2:10]1.P([O-])([O-])([O-])=O.[K+].[K+].[K+].C1(C)C=CC=CC=1.O>C(Cl)(Cl)Cl.C(O)(C)C.C([O-])(=O)C.[Pd+2].C([O-])(=O)C>[CH:9]1([C:5]2[CH:6]=[CH:7][C:2]([F:1])=[N:3][CH:4]=2)[CH2:11][CH2:10]1 |f:2.3.4.5,6.7,8.9,10.11.12|. Reported procedure: In a flask, combine 2-fluoro-5-iodo-pyridine (1.12 g, 5 mmol), cyclopropylboronic acid (645 mg, 7.5 mmol), palladium acetate (56 mg, 0.25 mmol), potassium phosphate (3.2 g, 15 mmol), and toluene-water (20:1, 21 mL). Heat the mixture at 100° C. for 4 hours. Dilute the mixture with chloroform-isopropanol (3:1, 100 mL). Wash the organic phase with saturated aqueous sodium chloride and water. Dry the mixture over sodium sulfate. Concentrate the solution in vacuo to a brown oil. Purify by column chro...